The task is: describe an organic reaction: reactants, conditions, products, and yield. This data is from the Open Reaction Database (ORD), a public repository of structured organic reaction records. Starting materials: CN1C(CSC2=C1C=CC(=C2)C)=O (3,4-dihydro-4,7-dimethyl-3-oxo-2H-1,4-benzothiazine), C1(=CC=CC=C1)O (Phenol). Run in C(Cl)Cl (methylene chloride), S(=O)(=O)(Cl)Cl (sulfuryl chloride). Run at time 15 minute. The product is CN1C(C(SC2=C1C=CC(=C2)C)C2=CC=C(C=C2)O)=O (3,4-Dihydro-4,7-dimethyl-2-(4-hydroxyphenyl)-3-oxo-2H-1,4-benzothiazine). Isolated yield 69.6%. RXN SMILES: [CH3:1][N:2]1[C:7]2[CH:8]=[CH:9][C:10]([CH3:12])=[CH:11][C:6]=2[S:5][CH2:4][C:3]1=[O:13].[C:14]1([OH:20])[CH:19]=[CH:18][CH:17]=[CH:16][CH:15]=1>C(Cl)Cl.S(Cl)(Cl)(=O)=O>[CH3:1][N:2]1[C:7]2[CH:8]=[CH:9][C:10]([CH3:12])=[CH:11][C:6]=2[S:5][CH:4]([C:17]2[CH:18]=[CH:19][C:14]([OH:20])=[CH:15][CH:16]=2)[C:3]1=[O:13]. Procedure: To a stirred solution of 3,4-dihydro-4,7-dimethyl-3-oxo-2H-1,4-benzothiazine (11.0 g) in methylene chloride (50 ml), sulfuryl chloride (4.8 ml) is added under ice-cooling. After the addition, the mixture is stirred for 15 minutes under ice-cooling. Phenol (7.0 g) is added to the mixture, and the mixture is stirred for 45 minutes and concentrated in vacuo. Ether is added to the residue and the separated crystals are collected by filtration to give 11.3 g (69.4%) of the titled compound. Starting materials: C(C)OC(CC1=CC(=C(C=C1)O)Br)=O ((3-bromo-4-hydroxy-phenyl)-acetic acid ethyl ester), C([O-])([O-])=O.[Cs+].[Cs+] (cesium carbonate), C(C1=CC=CC=C1)Br (benzyl bromide). Run in CC#N (MeCN). Product: C(C)OC(CC1=CC(=C(C=C1)OCC1=CC=CC=C1)Br)=O ((4-Benzyloxy-3-bromo-phenyl)-acetic acid ethyl ester). RXN SMILES: [CH2:1]([O:3][C:4](=[O:14])[CH2:5][C:6]1[CH:11]=[CH:10][C:9]([OH:12])=[C:8]([Br:13])[CH:7]=1)[CH3:2].C(=O)([O-])[O-].[Cs+].[Cs+].[CH2:21](Br)[C:22]1[CH:27]=[CH:26][CH:25]=[CH:24][CH:23]=1>CC#N>[CH2:1]([O:3][C:4](=[O:14])[CH2:5][C:6]1[CH:11]=[CH:10][C:9]([O:12][CH2:21][C:22]2[CH:27]=[CH:26][CH:25]=[CH:24][CH:23]=2)=[C:8]([Br:13])[CH:7]=1)[CH3:2] |f:1.2.3|. Reported procedure: To a suspension of (3-bromo-4-hydroxy-phenyl)-acetic acid ethyl ester (0.100 g, 0.39 mmol) and cesium carbonate (0.376 g, 1.16 mmol) in MeCN was added benzyl bromide (0.06 mL, 0.46 mmol), and the reaction was stirred at room temperature until no starting material was seen by analytical tlc. The mixture was partitioned between EtOAc and H2O, and the aqueous layer was extracted with EtOAc. The combined organic layers were dried over MgSO4, filtered, and concentrated to give the title compound. Reactants: CNCCO (N-methylethanolamine), CC1=C(C2=C3C4=C1O[C@@](C4=O)(O/C=C/[C@@H]([C@H]([C@H]([C@@H]([C@@H]([C@@H]([C@H]([C@H](/C=C/C=C(\C(=O)NC(=CC3=O)C2=O)/C)C)O)C)O)C)OC(=O)C)C)OC)C)O (rifamycin-S). Run in O1CCOCC1 (dioxan). The product is CC1=C(C2=C3C(=CC(=C2O)NC(=O)/C(=C\C=C\[C@@H]([C@@H]([C@H]([C@H]([C@H]([C@@H]([C@@H]([C@H](/C=C/O[C@@]4(C(=O)C3=C1O4)C)OC)C)OC(=O)C)C)O)C)O)C)/C)O)O (rifamycin), coarse prisms. As a reaction SMILES: CNCCO.[CH3:6][C:7]1[C:12]2[O:13][C@:14]3([CH3:54])[O:17][CH:18]=[CH:19][C@H:20]([O:52][CH3:53])[C@@H:21]([CH3:51])[C@@H:22]([O:47][C:48]([CH3:50])=[O:49])[C@H:23]([CH3:46])[C@H:24]([OH:45])[C@H:25]([CH3:44])[C@@H:26]([OH:43])[C@@H:27]([CH3:42])[CH:28]=[CH:29][CH:30]=[C:31]([CH3:41])[C:32]([NH:34][C:35]4[C:39](=[O:40])[C:9](=[C:10]([C:37](=[O:38])[CH:36]=4)[C:11]=2[C:15]3=[O:16])[C:8]=1[OH:55])=[O:33]>O1CCOCC1>[CH3:6][C:7]1[C:12]2[O:13][C@@:14]3([CH3:54])[C:15]([C:11]=2[C:10]2[C:37]([OH:38])=[CH:36][C:35]([NH:34][C:32]([C:31]([CH3:41])=[CH:30][CH:29]=[CH:28][C@H:27]([CH3:42])[C@H:26]([OH:43])[C@@H:25]([CH3:44])[C@@H:24]([OH:45])[C@@H:23]([CH3:46])[C@H:22]([O:47][C:48]([CH3:50])=[O:49])[C@H:21]([CH3:51])[C@@H:20]([O:52][CH3:53])[CH:19]=[CH:18][O:17]3)=[O:33])=[C:39]([OH:40])[C:9]=2[C:8]=1[OH:55])=[O:16]. Reported procedure: 10 g (0.13 mol) of N-methylethanolamine are added to a solution of 21 g (0.03 mol) of rifamycin-S in 20 ml of dioxan and the whole heated for 15 minutes on a boiling water bath. The batch is then evaporated to dryness in vacuo and the residue chromatographed on 2kg of silica gel, using chloroform as eluant. In addition to a dark-colored head zone, two strong, yellow-colored bands are observed. The eluate of the more slowly eluted band is evaporated and the residue crystallized from aqueous metha...